Dataset: the Open Reaction Database (ORD), a public repository of structured organic reaction records. Task: describe an organic reaction: reactants, conditions, products, and yield The product is CCOC(=O)c1ccc(N2CCN(C(=O)CCc3cc(C(C)(C)C)c(O)c(C(C)(C)C)c3)CC2)cc1. As a reaction SMILES: [C:18]([CH3:19])([CH3:20])([CH3:21])[c:22]1[cH:23][c:24]([CH2:33][CH2:34][C:35](=[O:36])[OH:37])[cH:25][c:26]([C:29]([CH3:30])([CH3:31])[CH3:32])[c:27]1[OH:28].[N:1]1([c:7]2[cH:8][cH:9][c:10]([C:11](=[O:12])[O:13][CH2:14][CH3:15])[cH:16][cH:17]2)[CH2:2][CH2:3][NH:4][CH2:5][CH2:6]1.[c:38]1([CH3:39])[c:40]([CH3:41])[cH:42][cH:43][cH:44][cH:45]1>>[N:1]1([c:7]2[cH:8][cH:9][c:10]([C:11](=[O:12])[O:13][CH2:14][CH3:15])[cH:16][cH:17]2)[CH2:2][CH2:3][N:4]([C:35]([CH2:34][CH2:33][c:24]2[cH:23][c:22]([C:18]([CH3:19])([CH3:20])[CH3:21])[c:27]([OH:28])[c:26]([C:29]([CH3:30])([CH3:31])[CH3:32])[cH:25]2)=[O:36])[CH2:5][CH2:6]1. The reactants are CC(C)(C)c1cc(CCC(=O)O)cc(C(C)(C)C)c1O, CCOC(=O)c1ccc(N2CCNCC2)cc1, Cc1ccccc1C. The reactants are Cl.C(C)O (hydrogen chloride ethanol), C(Cl)(Cl)Cl (chloroform), [OH-].[Na+] (sodium hydroxide), [N+](=O)([O-])C1=CC=C(S1)C(COCCN(C)C)OC(C)=O (1-(5-nitro-2-thienyl)-1-acetoxy-2-[2-(N,N-dimethylamino)-ethoxy]ethane). Run in CO (methanol), O (water), CO (methanol), C(C)O (ethanol). Reaction conditions: time 1 hour. The product is [N+](=O)([O-])C1=CC=C(S1)C(COCCN(C)C)O (1-(5-nitro-2-thienyl)-2-[2-(N,N-dimethylamino)ethoxy]ethanol). The yield is 61.7%. Reaction SMILES: [N+:1]([C:4]1[S:8][C:7]([CH:9]([O:17]C(=O)C)[CH2:10][O:11][CH2:12][CH2:13][N:14]([CH3:16])[CH3:15])=[CH:6][CH:5]=1)([O-:3])=[O:2].[OH-].[Na+].C(Cl)(Cl)Cl.Cl.C(O)C>CO.C(O)C.O>[N+:1]([C:4]1[S:8][C:7]([CH:9]([OH:17])[CH2:10][O:11][CH2:12][CH2:13][N:14]([CH3:15])[CH3:16])=[CH:6][CH:5]=1)([O-:3])=[O:2] |f:1.2,4.5|. Procedure details: In 10 ml of methanol was dissolved 320 mg of 1-(5-nitro-2-thienyl)-1-acetoxy-2-[2-(N,N-dimethylamino)-ethoxy]ethane. To the solution was added 1.27 ml of a 1N aqueous sodium hydroxide solution. The resulting mixture was stirred at room temperature for 1 hour. To the reaction mixture were added 40 ml of chloroform and 40 ml of water. The organic layer was separated and 30 ml of water was added thereto. The resulting mixture was adjusted to pH 2 with 6N hydrochloric acid. The aqueous layer was sep... The reactants are salt, CCC(C)N1C(=O)N(C=N1)C2=CC=C(C=C2)N3CCN(CC3)C4=CC=C(C=C4)OC[C@H]5CO[C@](O5)(CN6C=NC=N6)C7=C(C=C(C=C7)Cl)Cl.C([C@H](O)[C@@H](O)C(=O)O)(=O)O (cis-itraconazole L-tartaric acid), C([C@@H](O)CC(=O)O)(=O)O (L-malic acid), CCC(C)N1C(=O)N(C=N1)C2=CC=C(C=C2)N3CCN(CC3)C4=CC=C(C=C4)OC[C@H]5CO[C@](O5)(CN6C=NC=N6)C7=C(C=C(C=C7)Cl)Cl (cis-itraconazole), CCC(C)N1C(=O)N(C=N1)C2=CC=C(C=C2)N3CCN(CC3)C4=CC=C(C=C4)OC[C@H]5CO[C@](O5)(CN6C=NC=N6)C7=C(C=C(C=C7)Cl)Cl (cis-itraconazole), CCC(C)N1C(=O)N(C=N1)C2=CC=C(C=C2)N3CCN(CC3)C4=CC=C(C=C4)OC[C@H]5CO[C@](O5)(CN6C=NC=N6)C7=C(C=C(C=C7)Cl)Cl (cis-itraconazole), C([C@@H](O)CC(=O)O)(=O)O (L-malic acid). Run in C1CCOC1 (THF), C1CCOC1 (THF). Yields the product CCC(C)N1C(=O)N(C=N1)C=2C=CC(=CC2)N3CCN(CC3)C=4C=CC(=CC4)OC[C@H]5CO[C@](O5)(CN6C=NC=N6)C=7C=CC(=CC7Cl)Cl (itraconazole), C(C(O)CC(=O)O)(=O)O (malic acid), C([C@@H](C(=O)O)O)C(=O)O (L(−)malic acid). Reaction SMILES: [C:1]([OH:9])(=[O:8])[C@H:2]([CH2:4][C:5]([OH:7])=[O:6])[OH:3].[CH3:10][CH2:11][CH:12]([N:14]1[N:19]=[CH:18][N:17]([C:20]2[CH:25]=[CH:24][C:23]([N:26]3[CH2:31][CH2:30][N:29]([C:32]4[CH:37]=[CH:36][C:35]([O:38][CH2:39][C@@H:40]5[O:44][C@:43]([C:51]6[CH:56]=[CH:55][C:54]([Cl:57])=[CH:53][C:52]=6[Cl:58])([CH2:45][N:46]6[N:50]=[CH:49][N:48]=[CH:47]6)[O:42][CH2:41]5)=[CH:34][CH:33]=4)[CH2:28][CH2:27]3)=[CH:22][CH:21]=2)[C:15]1=[O:16])[CH3:13].CCC(N1N=CN(C2C=CC(N3CCN(C4C=CC(OC[C@@H]5O[C@](C6C=CC(Cl)=CC=6Cl)(CN6N=CN=C6)OC5)=CC=4)CC3)=CC=2)C1=O)C.[C:108]([OH:117])(=[O:116])[C@@H:109]([C@H:111]([C:113]([OH:115])=[O:114])[OH:112])O>C1COCC1>[CH3:10][CH2:11][CH:12]([N:14]1[N:19]=[CH:18][N:17]([C:20]2[CH:25]=[CH:24][C:23]([N:26]3[CH2:31][CH2:30][N:29]([C:32]4[CH:37]=[CH:36][C:35]([O:38][CH2:39][C@@H:40]5[O:44][C@:43]([C:51]6[CH:56]=[CH:55][C:54]([Cl:57])=[CH:53][C:52]=6[Cl:58])([CH2:45][N:46]6[N:50]=[CH:49][N:48]=[CH:47]6)[O:42][CH2:41]5)=[CH:34][CH:33]=4)[CH2:28][CH2:27]3)=[CH:22][CH:21]=2)[C:15]1=[O:16])[CH3:13].[C:1]([OH:9])(=[O:8])[CH:2]([CH2:4][C:5]([OH:7])=[O:6])[OH:3].[CH2:109]([C:108]([OH:117])=[O:116])[C@H:111]([OH:112])[C:113]([OH:115])=[O:114] |f:2.3|. Procedure details: Co-crystals of itraconazole and malic acid were prepared. To prepare the L-malic acid co-crystal salt of cis-itraconazole, 100.4 mg of cis-itraconazole free base, 0.50 mL of THF, and a magnetic stir bar were charged into a screw cap vial. A solution of 191.3 mg of L(−)malic acid in 5.0 mL of THF was prepared. 0.50 mL of the L-malic acid solution was added to the vial containing cis-itraconazole and the solution was heated with a heat gun to dissolve. The solution was allowed to cool and was then... Starting materials: COC1=CC=C(C=C1)C#CC(C(C)C)=O (1-(4-methoxyphenyl)-4-methylpent-1-yn-3-one), [I-].N[N+]1=CC=CC=C1 (1-aminopyridinium iodide), C1CCC2=NCCCN2CC1 (DBU). Product: COC1=CC=C(C=C1)C1=NN2C(C=CC=C2)=C1C(C(C)C)=O (1-(2-(4-methoxyphenyl)pyrazolo[1,5-a]pyridin-3-yl)-2-methylpropan-1-one). The yield is 44.4%. RXN SMILES: [CH3:1][O:2][C:3]1[CH:8]=[CH:7][C:6]([C:9]#[C:10][C:11](=[O:15])[CH:12]([CH3:14])[CH3:13])=[CH:5][CH:4]=1.[I-].[NH2:17][N+:18]1[CH:23]=[CH:22][CH:21]=[CH:20][CH:19]=1.C1CCN2C(=NCCC2)CC1>>[CH3:1][O:2][C:3]1[CH:8]=[CH:7][C:6]([C:9]2[C:10]([C:11](=[O:15])[CH:12]([CH3:13])[CH3:14])=[C:19]3[CH:20]=[CH:21][CH:22]=[CH:23][N:18]3[N:17]=2)=[CH:5][CH:4]=1 |f:1.2|. Reported procedure: Starting with 5.0 g (36.7 mmol) of 4-methoxyethynylbenzene, 3.85 ml of isobutyryl chloride, and 5.0 g ZnCl2, the corresponding 1-(4-methoxyphenyl)-4-methylpent-1-yn-3-one was prepared using the same procedure as in Example 5(a) to obtain 7.87 g of crude oil intermediate. Starting with 7.5 g (37 mmol) of 1-(4-methoxyphenyl)-4-methylpent-1-yn-3-one, 8.22 g (37 mmol) of 1-aminopyridinium iodide and 11.6 g DBU, 4.84 g (45%) of 1-(2-(4-methoxyphenyl)pyrazolo[1,5-a]pyridin-3-yl)-2-methylpropan-1-one w... Starting materials: CCCc1c(CNC)ccc2ccccc12, CNCc1c(C)oc2ccccc12, CN1CC(=O)Nc2ncc(C=CC(=O)O)cc2C1, Cl, Cl, O=C(O)C=Cc1cnc2c(c1)CN(CCCN1CCOCC1)CC(=O)N2. The product is Cc1oc2ccccc2c1CN(C)C(=O)C=Cc1cnc2c(c1)CN(CCCN1CCOCC1)CC(=O)N2, Cl. Reaction SMILES: [CH3:14][NH:15][CH2:16][c:17]1[cH:18][cH:19][c:20]2[c:21]([cH:22][cH:23][cH:24][cH:25]2)[c:26]1[CH2:27][CH2:28][CH3:29].[CH3:1][NH:2][CH2:3][c:4]1[c:5]([CH3:13])[o:6][c:7]2[c:8]1[cH:9][cH:10][cH:11][cH:12]2.[CH3:58][N:59]1[CH2:60][c:61]2[cH:62][c:63]([CH:64]=[CH:65][C:66]([OH:67])=[O:68])[cH:69][n:70][c:71]2[NH:72][C:73](=[O:74])[CH2:75]1.[ClH:30].[ClH:57].[O:31]1[CH2:32][CH2:33][N:34]([CH2:37][CH2:38][CH2:39][N:40]2[CH2:41][C:42](=[O:56])[NH:43][c:44]3[c:45]([cH:47][c:48]([CH:51]=[CH:52][C:53](=[O:54])[OH:55])[cH:49][n:50]3)[CH2:46]2)[CH2:35][CH2:36]1>>[CH3:1][N:2]([CH2:3][c:4]1[c:5]([CH3:13])[o:6][c:7]2[c:8]1[cH:9][cH:10][cH:11][cH:12]2)[C:53]([CH:52]=[CH:51][c:48]1[cH:47][c:45]2[c:44]([n:50][cH:49]1)[NH:43][C:42](=[O:56])[CH2:41][N:40]([CH2:39][CH2:38][CH2:37][N:34]1[CH2:33][CH2:32][O:31][CH2:36][CH2:35]1)[CH2:46]2)=[O:54].[ClH:30].